Dataset: the Open Reaction Database (ORD), a public repository of structured organic reaction records. Task: describe an organic reaction: reactants, conditions, products, and yield Starting materials: O=C(n1ccnc1)n1ccnc1, CC(C)(C)OC(=O)N1CCC(N)CC1, CS(=O)(=O)O, NCc1ccc2c(c1)CN(C1CCC(=O)NC1=O)C2=O, CN(C)C=O. Product: CC(C)(C)OC(=O)N1CCC(NC(=O)NCc2ccc3c(c2)CN(C2CCC(=O)NC2=O)C3=O)CC1. Reaction SMILES: [C:26](=[O:27])([n:28]1[cH:29][cH:30][n:31][cH:32]1)[n:33]1[cH:34][cH:35][n:36][cH:37]1.[C:38]([CH3:39])([CH3:40])([CH3:41])[O:42][C:43](=[O:44])[N:45]1[CH2:46][CH2:47][CH:48]([NH2:51])[CH2:49][CH2:50]1.[CH3:1][S:2]([OH:3])(=[O:4])=[O:5].[NH2:6][CH2:7][c:8]1[cH:9][c:10]2[c:14]([cH:15][cH:16]1)[C:13](=[O:17])[N:12]([CH:18]1[C:19](=[O:25])[NH:20][C:21](=[O:24])[CH2:22][CH2:23]1)[CH2:11]2.[O:52]=[CH:53][N:54]([CH3:55])[CH3:56]>>[NH:6]([CH2:7][c:8]1[cH:9][c:10]2[c:14]([cH:15][cH:16]1)[C:13](=[O:17])[N:12]([CH:18]1[C:19](=[O:25])[NH:20][C:21](=[O:24])[CH2:22][CH2:23]1)[CH2:11]2)[C:26](=[O:27])[NH:51][CH:48]1[CH2:47][CH2:46][N:45]([C:43]([O:42][C:38]([CH3:39])([CH3:40])[CH3:41])=[O:44])[CH2:50][CH2:49]1. Reactants: COC(=O)C(=O)c1ccc(O)cc1, CC(C)c1cccc(-c2ccc(F)cc2)c1OCCO, CCOC(=O)N=NC(=O)OCC, C1CCOC1, c1ccc(P(c2ccccc2)c2ccccc2)cc1. Product: COC(=O)C(=O)c1ccc(OCCOc2c(-c3ccc(F)cc3)cccc2C(C)C)cc1. As a reaction SMILES: [CH3:21][O:22][C:23]([C:24](=[O:25])[c:26]1[cH:27][cH:28][c:29]([OH:32])[cH:30][cH:31]1)=[O:33].[F:1][c:2]1[cH:3][cH:4][c:5](-[c:8]2[c:9]([O:17][CH2:18][CH2:19][OH:20])[c:10]([CH:14]([CH3:15])[CH3:16])[cH:11][cH:12][cH:13]2)[cH:6][cH:7]1.[O:34]=[C:35]([O:36][CH2:37][CH3:38])[N:39]=[N:40][C:41]([O:42][CH2:43][CH3:44])=[O:45].[O:65]1[CH2:66][CH2:67][CH2:68][CH2:69]1.[c:46]1([P:47]([c:48]2[cH:49][cH:50][cH:51][cH:52][cH:53]2)[c:54]2[cH:55][cH:56][cH:57][cH:58][cH:59]2)[cH:60][cH:61][cH:62][cH:63][cH:64]1>>[F:1][c:2]1[cH:3][cH:4][c:5](-[c:8]2[c:9]([O:17][CH2:18][CH2:19][O:20][c:29]3[cH:28][cH:27][c:26]([C:24]([C:23]([O:22][CH3:21])=[O:33])=[O:25])[cH:31][cH:30]3)[c:10]([CH:14]([CH3:15])[CH3:16])[cH:11][cH:12][cH:13]2)[cH:6][cH:7]1. Starting materials: BrC1=CC=C(C=C1)[C@@H]1[C@H](C1)C=C (1-bromo-4-[(1S,2R)-2-vinylcyclopropyl]benzene), BrC1=CC=C(C=C1)[C@@H]1[C@H](C1)CO ((1S,2S)-[2-(4-bromophenyl)cyclopropyl]methanol). The solvent is CCCCCC.C(C)(=O)OCC (hexane ethyl acetate). The product is BrC1=CC=C(C=C1)[C@H]1[C@@H](C1)CCO (2-[(1S,2R)-2-(4-Bromophenyl)cycloprop-1-yl]ethanol). RXN SMILES: [Br:1][C:2]1[CH:7]=[CH:6][C:5]([C@H:8]2[CH2:10][C@@H:9]2[CH:11]=[CH2:12])=[CH:4][CH:3]=1.BrC1C=CC([C@H]2C[C@@H]2C[OH:24])=CC=1>CCCCCC.C(OCC)(=O)C>[Br:1][C:2]1[CH:7]=[CH:6][C:5]([C@@H:8]2[CH2:10][C@H:9]2[CH2:11][CH2:12][OH:24])=[CH:4][CH:3]=1 |f:2.3|. Procedure: The alkene intermediate from Example 29F (1.64 g, 7.35 mmol) was converted to the alcohol by the method of Example 26F, followed by chromatography (7:3 hexane/ethyl acetate) provided the title compound. 1H NMR (300 MHz, CDCl3): δ 0.96-0.79 (m, 2H), 1.00-1.14 (m, 1H), 1.54-1.76 (m, 3H), 4.91-4.97 (m, 1H), 3.76 (t, J=6 Hz, 2H), 6.92 (d, J=9 Hz, 2H), 7.35 (d, J=9 Hz, 2H). MS (DCl—NH3) m/z 258 (M+NH4)+.